From a dataset of the Open Reaction Database (ORD), a public repository of structured organic reaction records. describe an organic reaction: reactants, conditions, products, and yield The reactants are COc1cc(B2OC(C)(C)C(C)(C)O2)ccc1NC(C)=O, CC#N, Clc1ccc(N2CCN(C3CC3)CC2)nn1, [Na+], [Na+], O=C([O-])[O-]. Yields the product COc1cc(-c2ccc(N3CCN(C4CC4)CC3)nn2)ccc1NC(C)=O. As a reaction SMILES: [CH3:23][O:24][c:25]1[c:26]([NH:40][C:41]([CH3:42])=[O:43])[cH:27][cH:28][c:29]([B:31]2[O:32][C:33]([CH3:34])([CH3:35])[C:36]([CH3:37])([CH3:38])[O:39]2)[cH:30]1.[CH3:44][C:45]#[N:46].[Cl:1][c:2]1[n:3][n:4][c:5]([N:8]2[CH2:9][CH2:10][N:11]([CH:14]3[CH2:15][CH2:16]3)[CH2:12][CH2:13]2)[cH:6][cH:7]1.[Na+:17].[Na+:18].[O-:19][C:20](=[O:21])[O-:22]>>[c:2]1(-[c:29]2[cH:28][cH:27][c:26]([NH:40][C:41]([CH3:42])=[O:43])[c:25]([O:24][CH3:23])[cH:30]2)[n:3][n:4][c:5]([N:8]2[CH2:9][CH2:10][N:11]([CH:14]3[CH2:15][CH2:16]3)[CH2:12][CH2:13]2)[cH:6][cH:7]1. The reactants are C(C)(C)C1=NN=C2N1C=C(C=C2)OC2=CC=C(C=C2)CC(=O)N (2-[4-(3-Isopropyl-[1,2,4]triazolo[4,3-a]pyridin-6-yloxy)-phenyl]-acetamide), C(=O)(C(F)(F)F)O (TFA), C1(=CC=CC=C1)OC (anisole). The solvent is C(Cl)Cl (DCM). Product: C(C)(C)C1=NN=C2N1C=C(C=C2)OC2=CC=C(C=C2)CC(=O)O ([4-(3-Isopropyl-[1,2,4]triazolo[4,3-a]pyridin-6-yloxy)-phenyl]-acetic acid). Reaction SMILES: [CH:1]([C:4]1[N:8]2[CH:9]=[C:10]([O:13][C:14]3[CH:19]=[CH:18][C:17]([CH2:20][C:21](N)=[O:22])=[CH:16][CH:15]=3)[CH:11]=[CH:12][C:7]2=[N:6][N:5]=1)([CH3:3])[CH3:2].C(O)(C(F)(F)F)=[O:25].C1(OC)C=CC=CC=1>C(Cl)Cl>[CH:1]([C:4]1[N:8]2[CH:9]=[C:10]([O:13][C:14]3[CH:15]=[CH:16][C:17]([CH2:20][C:21]([OH:25])=[O:22])=[CH:18][CH:19]=3)[CH:11]=[CH:12][C:7]2=[N:6][N:5]=1)([CH3:2])[CH3:3]. Procedure details: A solution of Example 23 step b (44 mg, 0.12 mmol), TFA (1 mL) and anisole (1 mL) in DCM (1 mL) was stirred at RT for 1 H, then evaporated in vacuo. The resulting residue was suspended in diethyl ether (3 mL), filtered and dried in vacuo to give the title compound (38 mg, quant.). LCMS (Method 5): Rt 3.65 min, m/z 312 [MH+]. Starting materials: [Na+], [OH-], O=C(NC(=S)Nc1cc[nH]n1)c1ccccc1. The product is NC(=S)Nc1cc[nH]n1. As a reaction SMILES: [Na+:19].[OH-:18].[nH:1]1[n:2][c:3]([NH:6][C:7](=[S:8])[NH:9][C:10](=[O:11])[c:12]2[cH:13][cH:14][cH:15][cH:16][cH:17]2)[cH:4][cH:5]1>>[nH:1]1[n:2][c:3]([NH:6][C:7](=[S:8])[NH2:9])[cH:4][cH:5]1. The reactants are NC1=C(C(=O)C2=C(C=CC=C2)Cl)C=C(C=C1)[N+](=O)[O-] (2-amino-2'-chloro-5-nitrobenzophenone), O.NN (hydrazine hydrate). The solvent is C(COCCO)O (diethylene glycol). Product: NC1=C(C(C2=C(C=CC=C2)Cl)=NN)C=C(C=C1)[N+](=O)[O-] (2-amino-2'-chloro-5-nitrobenzophenone hydrazone). RXN SMILES: [NH2:1][C:2]1[CH:16]=[CH:15][C:14]([N+:17]([O-:19])=[O:18])=[CH:13][C:3]=1[C:4]([C:6]1[CH:11]=[CH:10][CH:9]=[CH:8][C:7]=1[Cl:12])=O.O.[NH2:21][NH2:22]>C(O)COCCO>[NH2:1][C:2]1[CH:16]=[CH:15][C:14]([N+:17]([O-:19])=[O:18])=[CH:13][C:3]=1[C:4](=[N:21][NH2:22])[C:6]1[CH:11]=[CH:10][CH:9]=[CH:8][C:7]=1[Cl:12] |f:1.2|. Reported procedure: In the manner given in Preparation 1, 2-amino-2'-chloro-5-nitrobenzophenone is refluxed with hydrazine hydrate in diethylene glycol to give 2-amino-2'-chloro-5-nitrobenzophenone hydrazone. Starting materials: [Zn] (zinc), N1CCNCC1 (piperazine), C(C1=CC=CC=C1)=O (benzaldehyde), C(C)(=O)Cl (acetyl chloride), BrCC(=O)OC (methyl bromoacetate), C[Si](Cl)(C)C (trimethylchlorosilane), zinc alkoxide. The solvent is O1CCCC1 (tetrahydrofuran). Conditions: temperature 50 celsius, time 3 hour. The product is [Cl-].[Br-].[Zn+2] (zinc bromide chloride), N1CCNCC1 (piperazine). RXN SMILES: [Zn:1].C[Si](C)(C)[Cl:4].C(=O)C1C=CC=CC=1.[Br:15]CC(OC)=O.C(Cl)(=O)C.[NH:25]1[CH2:30][CH2:29][NH:28][CH2:27][CH2:26]1>O1CCCC1>[Cl-:4].[Br-:15].[Zn+2:1].[NH:25]1[CH2:30][CH2:29][NH:28][CH2:27][CH2:26]1 |f:7.8.9|. Procedure details: At room temperature, a three-neck flask equipped with a reflux condenser, internal thermometer, dropping funnel and stirrer under protective nitrogen gas was initially charged with 4.6 g of zinc powder (71 mmol) in 40 ml of tetrahydrofuran. After 0.8 ml of trimethylchlorosilane had been added, the mixture was heated to 50° C. for 15 min, and 6.5 g of benzaldehyde (57 mmol) were added undiluted. 10.4 g of methyl bromoacetate (68 mmol) were subsequently added dropwise at 45° C. within 5 min while ... Reactants: C1(CC1)COC1=C(C=CC=C1OC)/C=C/C=1N=C2N(C(C1I)=O)C=CS2 (7-{(E)-2-[2-(Cyclopropylmethoxy)-3-methoxyphenyl]vinyl}-6-iodo-5H-[1,3]thiazolo[3,2-a]pyrimidin-5-one), 4-N,N-dimethylaminophenylboronic acid, Pd[(C6H5)3P]4, C([O-])([O-])=O.[Na+].[Na+] (sodium carbonate), C(C)O (ethanol), O (water). The solvent is C1(=CC=CC=C1)C (toluene). Yields the product CN(C1=CC=C(C=C1)C1=C(N=C2N(C1=O)C=CS2)\C=C\C2=C(C(=CC=C2)OC)OCC2CC2)C (6-(4-Dimethylaminophenyl)-7-[(E)-2-(2-cyclopropylmethoxy-3-methoxy phenyl]-1-ethenyl]-5H-[1,3]thiazolo[3,2-a]pyrimidin-5-one). As a reaction SMILES: [CH:1]1([CH2:4][O:5][C:6]2[C:11]([O:12][CH3:13])=[CH:10][CH:9]=[CH:8][C:7]=2/[CH:14]=[CH:15]/[C:16]2[N:17]=[C:18]3[S:26][CH:25]=[CH:24][N:19]3[C:20](=[O:23])[C:21]=2I)[CH2:3][CH2:2]1.C(=O)([O-])[O-].[Na+].[Na+].[CH2:33](O)[CH3:34].O>C1(C)C=CC=CC=1>[CH3:16][N:17]([CH3:18])[C:34]1[CH:33]=[CH:3][C:2]([C:21]2[C:20](=[O:23])[N:19]3[CH:24]=[CH:25][S:26][C:18]3=[N:17][C:16]=2/[CH:15]=[CH:14]/[C:7]2[CH:8]=[CH:9][CH:10]=[C:11]([O:12][CH3:13])[C:6]=2[O:5][CH2:4][CH:1]2[CH2:3][CH2:2]2)=[CH:1][CH:4]=1 |f:1.2.3|. Procedure details: The title compound was prepared from Intermediate 2 (150 mg, 31 mmol), 4-N,N-dimethylaminophenylboronic acid (61 mg, 37 mmol), Pd[(C6H5)3P]4 (61 mg, 37 mmol) and sodium carbonate (206 mg, 1.91 mmol) in a mixture of toluene, ethanol and water according to the procedure outlined in Example 1 to afford a crude product which was purified by silica gel column chromatography using 10% ethyl acetate in chloroform to give 110 mg of the product; 1H NMR (300 MHz, DMSO-d6) δ 0.26-0.28 (m, 1H), 0.50 (d, J=7... Procedure: 2.97 g (10 mmols) of methyl 2-n-propyl-4-hydroxy-2H-1,2-benzothiazine-3-carboxylate-1,1-dioxide and 1.3 g (10 mmols) of 2-amino-6-chloro-pyrazine were reacted in 150 ml of xylene analogous to Example 1, yielding 2.05 g (52% of theory) of N-(6-chloro-pyrazin-2-yl)-4-hydroxy-2-n-propyl-2H-1,2-benzothiazine-3-carboxamide-1,1-dioxide. As a reaction SMILES: [CH2:1]([N:4]1[C:9]([C:10]([O:12]C)=O)=[C:8]([OH:14])[C:7]2[CH:15]=[CH:16][CH:17]=[CH:18][C:6]=2[S:5]1(=[O:20])=[O:19])[CH2:2][CH3:3].[NH2:21][C:22]1[CH:27]=[N:26][CH:25]=[C:24]([Cl:28])[N:23]=1>C1(C)C(C)=CC=CC=1>[Cl:28][C:24]1[N:23]=[C:22]([NH:21][C:10]([C:9]2[N:4]([CH2:1][CH2:2][CH3:3])[S:5](=[O:20])(=[O:19])[C:6]3[CH:18]=[CH:17][CH:16]=[CH:15][C:7]=3[C:8]=2[OH:14])=[O:12])[CH:27]=[N:26][CH:25]=1. Run in C=1(C(=CC=CC1)C)C (xylene). The yield is 51.9%. Reactants: C(CC)N1S(C2=C(C(=C1C(=O)OC)O)C=CC=C2)(=O)=O (methyl 2-n-propyl-4-hydroxy-2H-1,2-benzothiazine-3-carboxylate-1,1-dioxide), NC1=NC(=CN=C1)Cl (2-amino-6-chloro-pyrazine). Yields the product ClC1=CN=CC(=N1)NC(=O)C=1N(S(C2=C(C1O)C=CC=C2)(=O)=O)CCC (N-(6-chloro-pyrazin-2-yl)-4-hydroxy-2-n-propyl-2H-1,2-benzothiazine-3-carboxamide-1,1-dioxide). Reactants: CO, O=[N+]([O-])c1ccc(Oc2ccc(CCCn3ccnc3)cc2)c(Cl)c1. The product is Nc1ccc(Oc2ccc(CCCn3ccnc3)cc2)c(Cl)c1. As a reaction SMILES: [CH3:26][OH:27].[Cl:1][c:2]1[cH:3][c:4]([N+:23]([O-:24])=[O:25])[cH:5][cH:6][c:7]1[O:8][c:9]1[cH:10][cH:11][c:12]([CH2:15][CH2:16][CH2:17][n:18]2[cH:19][n:20][cH:21][cH:22]2)[cH:13][cH:14]1>>[Cl:1][c:2]1[cH:3][c:4]([NH2:23])[cH:5][cH:6][c:7]1[O:8][c:9]1[cH:10][cH:11][c:12]([CH2:15][CH2:16][CH2:17][n:18]2[cH:19][n:20][cH:21][cH:22]2)[cH:13][cH:14]1. Yields the product ClC=1C(=NC=C(C1)C(F)(F)F)C1=CC(=C(C=C1)C#N)OCC(=O)C1CC1 (3-Chloro-2-(4-cyano-3-cyclopropylcarbonylmethoxyphenyl)-5-trifluoromethylpyridine). Procedure details: A mixture of 1.5 g of 3-chloro-2-(4-cyano-3-hydroxyphenyl)-5-trifluoromethylpyridine, 1.2 g of bromomethyl cyclopropyl ketone, 1.5 g of potassium carbonate and 50 ml of anhydrous dimethylformamide was stirred for 40 hours at 23° C. After addition of 200 ml of water, the mixture was extracted three times with 50 ml of methyl tert-butyl ether each time. The combined organic phases were washed with 50 ml of water, then dried over sodium sulfate and concentrated. The residue which remained was cryst... The solvent is O (water). The reactants are ClC=1C(=NC=C(C1)C(F)(F)F)C1=CC(=C(C=C1)C#N)O (3-chloro-2-(4-cyano-3-hydroxyphenyl)-5-trifluoromethylpyridine), C1(CC1)C(=O)CBr (bromomethyl cyclopropyl ketone), C([O-])([O-])=O.[K+].[K+] (potassium carbonate), CN(C=O)C (dimethylformamide). Reaction SMILES: [Cl:1][C:2]1[C:3]([C:12]2[CH:17]=[CH:16][C:15]([C:18]#[N:19])=[C:14]([OH:20])[CH:13]=2)=[N:4][CH:5]=[C:6]([C:8]([F:11])([F:10])[F:9])[CH:7]=1.[CH:21]1([C:24]([CH2:26]Br)=[O:25])[CH2:23][CH2:22]1.C(=O)([O-])[O-].[K+].[K+].CN(C)C=O>O>[Cl:1][C:2]1[C:3]([C:12]2[CH:17]=[CH:16][C:15]([C:18]#[N:19])=[C:14]([O:20][CH2:26][C:24]([CH:21]3[CH2:23][CH2:22]3)=[O:25])[CH:13]=2)=[N:4][CH:5]=[C:6]([C:8]([F:11])([F:9])[F:10])[CH:7]=1 |f:2.3.4|. Reaction conditions: temperature 23 celsius, time 40 hour.